This data is from the Open Reaction Database (ORD), a public repository of structured organic reaction records. The task is: describe an organic reaction: reactants, conditions, products, and yield The reactants are CC(=O)OCC(C)n1ccc2c(NC(=O)Cc3ccc(C(F)(F)F)c(F)c3)c(C)ccc2c1=O, O=C([O-])[O-], CO, [K+], [K+], O. Yields the product Cc1ccc2c(=O)n(C(C)CO)ccc2c1NC(=O)Cc1ccc(C(F)(F)F)c(F)c1. Reaction SMILES: [C:1](=[O:2])([CH3:3])[O:4][CH2:5][CH:6]([CH3:7])[n:8]1[c:9](=[O:34])[c:10]2[cH:11][cH:12][c:13]([CH3:33])[c:14]([NH:18][C:19]([CH2:20][c:21]3[cH:22][c:23]([F:31])[c:24]([C:27]([F:28])([F:29])[F:30])[cH:25][cH:26]3)=[O:32])[c:15]2[cH:16][cH:17]1.[C:35](=[O:36])([O-:37])[O-:38].[CH3:41][OH:42].[K+:39].[K+:40].[OH2:43]>>[OH:4][CH2:5][CH:6]([CH3:7])[n:8]1[c:9](=[O:34])[c:10]2[cH:11][cH:12][c:13]([CH3:33])[c:14]([NH:18][C:19]([CH2:20][c:21]3[cH:22][c:23]([F:31])[c:24]([C:27]([F:28])([F:29])[F:30])[cH:25][cH:26]3)=[O:32])[c:15]2[cH:16][cH:17]1. Reactants: O=C(O)C(Cc1ccc(OCc2ccccc2)cc1)NS(=O)(=O)c1ccc(F)cc1, Cl, c1ccc(C2CCNCC2)cc1. The product is O=C(O)C(Cc1ccc(OCc2ccccc2)cc1)NS(=O)(=O)c1ccc(N2CCC(c3ccccc3)CC2)cc1. As a reaction SMILES: [CH2:1]([c:2]1[cH:3][cH:4][cH:5][cH:6][cH:7]1)[O:8][c:9]1[cH:10][cH:11][c:12]([CH2:15][CH:16]([C:17](=[O:18])[OH:19])[NH:20][S:21](=[O:22])(=[O:23])[c:24]2[cH:25][cH:26][c:27]([F:30])[cH:28][cH:29]2)[cH:13][cH:14]1.[ClH:31].[c:32]1([CH:38]2[CH2:39][CH2:40][NH:41][CH2:42][CH2:43]2)[cH:33][cH:34][cH:35][cH:36][cH:37]1>>[CH2:1]([c:2]1[cH:3][cH:4][cH:5][cH:6][cH:7]1)[O:8][c:9]1[cH:10][cH:11][c:12]([CH2:15][CH:16]([C:17](=[O:18])[OH:19])[NH:20][S:21](=[O:22])(=[O:23])[c:24]2[cH:25][cH:26][c:27]([N:41]3[CH2:40][CH2:39][CH:38]([c:32]4[cH:33][cH:34][cH:35][cH:36][cH:37]4)[CH2:43][CH2:42]3)[cH:28][cH:29]2)[cH:13][cH:14]1. The reactants are [Li]C(C)(C)C, CC(CN1CCc2ccc(Br)cc21)NC(=O)OC(C)(C)C, [Cl-], [KH], [NH4+], C1CCOC1, O=C1CCSCC1. Yields the product CC(CN1CCc2ccc(C3(O)CCSCC3)cc21)NC(=O)OC(C)(C)C. RXN SMILES: [C:23]([Li:24])([CH3:25])([CH3:26])[CH3:27].[C:2]([CH3:3])([CH3:4])([CH3:5])[O:6][C:7](=[O:8])[NH:9][CH:10]([CH2:11][N:12]1[CH2:13][CH2:14][c:15]2[cH:16][cH:17][c:18]([Br:21])[cH:19][c:20]21)[CH3:22].[Cl-:40].[KH:1].[NH4+:41].[O:35]1[CH2:36][CH2:37][CH2:38][CH2:39]1.[S:28]1[CH2:29][CH2:30][C:31](=[O:34])[CH2:32][CH2:33]1>>[C:2]([CH3:3])([CH3:4])([CH3:5])[O:6][C:7](=[O:8])[NH:9][CH:10]([CH2:11][N:12]1[CH2:13][CH2:14][c:15]2[cH:16][cH:17][c:18]([C:31]3([OH:34])[CH2:30][CH2:29][S:28][CH2:33][CH2:32]3)[cH:19][c:20]21)[CH3:22]. The reactants are C(C=C)C1=C(C(=CC=C1)Br)O (2-allyl-6-bromophenol), Intermediate 9, ClC=1C=C(C(=O)OO)C=CC1 (3-chloroperoxybenzoic acid), C([O-])([O-])=O.[K+].[K+] (potassium carbonate). Product: BrC1=CC=CC=2CC(OC21)CO ((±)-(7-bromo-2,3-dihydro-1-benzofuran-2-yl)methanol). The yield is 74.3%. Reaction SMILES: [CH2:1]([C:4]1[CH:9]=[CH:8][CH:7]=[C:6]([Br:10])[C:5]=1[OH:11])[CH:2]=[CH2:3].ClC1C=C(C=CC=1)C(OO)=[O:17].C(=O)([O-])[O-].[K+].[K+]>>[Br:10][C:6]1[C:5]2[O:11][CH:2]([CH2:3][OH:17])[CH2:1][C:4]=2[CH:9]=[CH:8][CH:7]=1 |f:2.3.4|. Procedure details: Treatment of 2-allyl-6-bromophenol (61.4 g 0.288 mol) with 3-chloroperoxybenzoic acid (77%, 149.18 g, 0.864 mol)) followed by potassium carbonate (99.56 g, 0.72 mol) generally according to the procedure described for Intermediate 9 provided 49.00 g (78%) (86%) of (±)-(7-bromo-2,3-dihydro-1-benzofuran-2-yl)methanol as an amber oil. Rf=0.66 (silica, ethyl acetate:hexanes 1:9) 1H NMR (DMSO-d6) δH 7.23 (dd, 1H); 7.14 (dd, 1H); 6.71 (t, 1H); (5.01 m, 1H); 4.85 (m, 1H); 4.99 (m, 2H); 3.36 (d, 2H). Starting materials: COC=1C=C(CN2C(C(CC2)CCO[Si](C)(C)C(C)(C)C)=O)C=C(C1OC)OC (1-(3,4,5-trimethoxybenzyl)-3-(2-(t-butyldimethylsilyloxy)ethyl)-2-oxopyrrolidine), O (water), C(C)(CC)[Li] (sec-butyllithium), FC(C=1C=C(CBr)C=C(C1)C(F)(F)F)(F)F (3,5-di(trifluoromethyl)benzyl bromide). Solvent: C(C)(=O)OCC.CCCCCC (ethyl acetate hexane), O1CCCC1 (tetrahydrofuran), O1CCCC1 (tetrahydrofuran). Run at temperature -78 celsius, time 30 minute. The product is COC=1C=C(CN2C(C(CC2)(CCO[Si](C)(C)C(C)(C)C)CC2=CC(=CC(=C2)C(F)(F)F)C(F)(F)F)=O)C=C(C1OC)OC (1-(3,4,5-trimethoxybenzyl)-3-(3,5-di(trifluoromethyl)phenylmethyl)-3-(2-(t-butyldimethylsilyloxy)ethyl)-2oxopyrrolidine). As a reaction SMILES: [CH3:1][O:2][C:3]1[CH:4]=[C:5]([CH:23]=[C:24]([O:28][CH3:29])[C:25]=1[O:26][CH3:27])[CH2:6][N:7]1[CH2:11][CH2:10][CH:9]([CH2:12][CH2:13][O:14][Si:15]([C:18]([CH3:21])([CH3:20])[CH3:19])([CH3:17])[CH3:16])[C:8]1=[O:22].C([Li])(CC)C.[F:35][C:36]([F:50])([F:49])[C:37]1[CH:38]=[C:39]([CH:42]=[C:43]([C:45]([F:48])([F:47])[F:46])[CH:44]=1)[CH2:40]Br.O>O1CCCC1.C(OCC)(=O)C.CCCCCC>[CH3:1][O:2][C:3]1[CH:4]=[C:5]([CH:23]=[C:24]([O:28][CH3:29])[C:25]=1[O:26][CH3:27])[CH2:6][N:7]1[CH2:11][CH2:10][C:9]([CH2:40][C:39]2[CH:42]=[C:43]([C:45]([F:47])([F:48])[F:46])[CH:44]=[C:37]([C:36]([F:35])([F:49])[F:50])[CH:38]=2)([CH2:12][CH2:13][O:14][Si:15]([C:18]([CH3:21])([CH3:20])[CH3:19])([CH3:17])[CH3:16])[C:8]1=[O:22] |f:5.6|. Reported procedure: Combine 1-(3,4,5-trimethoxybenzyl)-3-(2-(t-butyldimethylsilyloxy)ethyl)-2-oxopyrrolidine (0.31 g, 0.74 mmol) and tetrahydrofuran (2 mL). Cool to −78° C. using a dry-ice/acetone bath. Add a solution of sec-butyllithium (0.63 mL, 1.3 M in hexane, 0.81 mmol). After 30 minutes, add a solution of 3,5-di(trifluoromethyl)benzyl bromide (0.25 g, 0.81 mmol) in tetrahydrofuran (1 mL). After 2 hours, warm to ambient temperature. After 12 hours, add water (10 mL). Separate the layers and extract the aqueous...